This data is from the Open Reaction Database (ORD), a public repository of structured organic reaction records. The task is: describe an organic reaction: reactants, conditions, products, and yield Starting materials: CCO, NN, O, O, O=C1c2ccccc2C(=O)N1Cc1nc(-c2ccccc2)c(Sc2ccccc2)s1. The product is NCc1nc(-c2ccccc2)c(Sc2ccccc2)s1. As a reaction SMILES: [CH3:35][CH2:36][OH:37].[NH2:32][NH2:33].[OH2:31].[OH2:34].[c:1]1(-[c:7]2[n:8][c:9]([CH2:19][N:20]3[C:21](=[O:22])[c:23]4[c:24]([cH:25][cH:26][cH:27][cH:28]4)[C:29]3=[O:30])[s:10][c:11]2[S:12][c:13]2[cH:14][cH:15][cH:16][cH:17][cH:18]2)[cH:2][cH:3][cH:4][cH:5][cH:6]1>>[c:1]1(-[c:7]2[n:8][c:9]([CH2:19][NH2:20])[s:10][c:11]2[S:12][c:13]2[cH:14][cH:15][cH:16][cH:17][cH:18]2)[cH:2][cH:3][cH:4][cH:5][cH:6]1. Starting materials: C=CC1CC(NC(=O)OC(C)(C)C)CCC1NC(=O)OCc1ccccc1, C1CCOC1, B1C2CCCC1CCC2. Yields the product CC(C)(C)OC(=O)NC1CCC(NC(=O)OCc2ccccc2)C(CCO)C1. As a reaction SMILES: [CH2:1]([c:2]1[cH:3][cH:4][cH:5][cH:6][cH:7]1)[O:8][C:9]([NH:10][CH:11]1[CH:12]([CH:25]=[CH2:26])[CH2:13][CH:14]([NH:17][C:18](=[O:19])[O:20][C:21]([CH3:22])([CH3:23])[CH3:24])[CH2:15][CH2:16]1)=[O:27].[CH2:37]1[CH2:40][CH2:39][CH2:38][O:41]1.[CH:28]12[CH2:29][CH2:30][CH2:31][CH:32]([BH:33]1)[CH2:34][CH2:35][CH2:36]2>>[CH2:1]([c:2]1[cH:3][cH:4][cH:5][cH:6][cH:7]1)[O:8][C:9]([NH:10][CH:11]1[CH:12]([CH2:25][CH2:26][OH:41])[CH2:13][CH:14]([NH:17][C:18](=[O:19])[O:20][C:21]([CH3:22])([CH3:23])[CH3:24])[CH2:15][CH2:16]1)=[O:27].